Dataset: the Open Reaction Database (ORD), a public repository of structured organic reaction records. Task: describe an organic reaction: reactants, conditions, products, and yield Reactants: CO, COC(=O)c1cnc(-c2cccnc2)nc1, [Li+], [OH-]. Yields the product O=C(O)c1cnc(-c2cccnc2)nc1. As a reaction SMILES: [CH3:19][OH:20].[CH3:1][O:2][C:3](=[O:4])[c:5]1[cH:6][n:7][c:8](-[c:11]2[cH:12][n:13][cH:14][cH:15][cH:16]2)[n:9][cH:10]1.[Li+:18].[OH-:17]>>[O:2]=[C:3]([OH:4])[c:5]1[cH:6][n:7][c:8](-[c:11]2[cH:12][n:13][cH:14][cH:15][cH:16]2)[n:9][cH:10]1. Reactants: ClCC1=C(C=CC=C1)C(C(=O)OC)=COC (methyl 2-[2-(chloromethyl)phenyl]-3-methoxypropenoate), [I-].[Na+] (sodium iodide). Solvent: CC(=O)C (acetone). The product is ICC1=C(C=CC=C1)C(C(=O)OC)=COC (methyl 2-[2-(iodomethyl)phenyl]-3-methoxypropenoate). RXN SMILES: Cl[CH2:2][C:3]1[CH:8]=[CH:7][CH:6]=[CH:5][C:4]=1[C:9](=[CH:14][O:15][CH3:16])[C:10]([O:12][CH3:13])=[O:11].[I-:17].[Na+]>CC(C)=O>[I:17][CH2:2][C:3]1[CH:8]=[CH:7][CH:6]=[CH:5][C:4]=1[C:9](=[CH:14][O:15][CH3:16])[C:10]([O:12][CH3:13])=[O:11] |f:1.2|. Reported procedure: A solution of methyl 2-[2-(chloromethyl)phenyl]-3-methoxypropenoate (1.0 equiv) and sodium iodide (1.5 equiv) in acetone was stirred at room temperature and monitored to completion by GC. The resulting mixture was filtered, concentrated under vacuum, then diluted with chloroform and filtered again to remove the remaining sodium salts. The filtrate was concentrated and purified by chromatography over silica gel eluted with ethyl acetate hexane mixtures to afford methyl 2-[2-(iodomethyl)phenyl]-3-... Reactants: FC1=C(C=CC(=O)O)C=CC=C1F (2,3-difluorocinnamic acid). The reagents and catalysts are [Pd] (Pd/C). The solvent is C(C)O (ethanol). The product is FC1=C(C=CC=C1F)CCC(=O)O (3-(2,3-difluoro-phenyl)-propionic acid). As a reaction SMILES: [F:1][C:2]1[C:12]([F:13])=[CH:11][CH:10]=[CH:9][C:3]=1[CH:4]=[CH:5][C:6]([OH:8])=[O:7]>C(O)C.[Pd]>[F:1][C:2]1[C:12]([F:13])=[CH:11][CH:10]=[CH:9][C:3]=1[CH2:4][CH2:5][C:6]([OH:8])=[O:7]. Procedure: A solution of 2,3-difluorocinnamic acid (2.8 g, 15.2 mol) (commercially available from Lancaster) (Intermediate TWENTY-1) in ethanol (100 mL) was hydrogenated with H2 (balloon) and 10% Pd/C (0.3 g) at rt for 16 h. The mixture was filtered through Celite® and the solvent was evaporated to give 3-(2,3-difluoro-phenyl)-propionic acid as a solid, 2.68 g (98%). A mixture of 3-(2,3-difluoro-phenyl)-propionic acid (2.7 g, 14.4 mmol) in CH2Cl2 at 0° C. was treated with oxalyl chloride (8.7 mL, 2 M in CH... Reactants: C([O-])(O)=O (bicarbonate), BrCCCO (3-bromopropanol), O1CCCC=C1 (3,4-dihydro-2H-pyran), ice water. Reagents/catalysts: C1(=CC=C(C=C1)S(=O)(=O)O)C (p-toluenesulphonic acid). Run in C(C)OCC (diethylether). Reaction conditions: time 2 hour. Yields the product BrCCCOC1OCCCC1 (2-(3-bromopropyloxy)tetrahydropyran). Yield: 100.0%. As a reaction SMILES: [Br:1][CH2:2][CH2:3][CH2:4][OH:5].[O:6]1[CH:11]=[CH:10][CH2:9][CH2:8][CH2:7]1.C(=O)(O)[O-]>C(OCC)C.C1(C)C=CC(S(O)(=O)=O)=CC=1>[Br:1][CH2:2][CH2:3][CH2:4][O:5][CH:7]1[CH2:8][CH2:9][CH2:10][CH2:11][O:6]1. Reported procedure: To a solution of 35 g (0.251 mol) of 3-bromopropanol and 1 g of p-toluenesulphonic acid in 500 ml of diethylether, 32.5 ml (0.357 mol) of 3,4-dihydro-2H-pyran is added dropwise under cooling with ice water and the solution is stirred for 2 hours at room temperature. The mixture is neutralized with saturated aqueous bicarbonate. washed with brine and concentrated after drying, affording 56 g of 2-(3-bromopropyloxy)tetrahydropyran in practically quantitative yield as a viscous liquid, which may be...